Dataset: the Open Reaction Database (ORD), a public repository of structured organic reaction records. Task: describe an organic reaction: reactants, conditions, products, and yield The product is C=CCC1(C)CC(c2cccc(Cl)c2)C(c2ccc(Cl)cc2)N(C(CC)C(O)CCCO)C1=O. The reactants are C=CCC1(C)CC(c2cccc(Cl)c2)C(c2ccc(Cl)cc2)N(C(CC)C(O)CCCO[Si](C)(C)C(C)(C)C)C1=O, C1CCOC1, CCCC[N+](CCCC)(CCCC)CCCC, [F-]. Reaction SMILES: [CH2:1]([CH:2]=[CH2:3])[C:4]1([CH3:41])[C:5](=[O:40])[N:6]([CH:24]([CH2:25][CH3:26])[CH:27]([CH2:28][CH2:29][CH2:30][O:31][Si:32]([C:33]([CH3:34])([CH3:35])[CH3:36])([CH3:37])[CH3:38])[OH:39])[CH:7]([c:17]2[cH:18][cH:19][c:20]([Cl:23])[cH:21][cH:22]2)[CH:8]([c:10]2[cH:11][c:12]([Cl:16])[cH:13][cH:14][cH:15]2)[CH2:9]1.[CH2:60]1[O:61][CH2:62][CH2:63][CH2:64]1.[CH3:43][CH2:44][CH2:45][CH2:46][N+:47]([CH2:48][CH2:49][CH2:50][CH3:51])([CH2:52][CH2:53][CH2:54][CH3:55])[CH2:56][CH2:57][CH2:58][CH3:59].[F-:42]>>[CH2:1]([CH:2]=[CH2:3])[C:4]1([CH3:41])[C:5](=[O:40])[N:6]([CH:24]([CH2:25][CH3:26])[CH:27]([CH2:28][CH2:29][CH2:30][OH:31])[OH:39])[CH:7]([c:17]2[cH:18][cH:19][c:20]([Cl:23])[cH:21][cH:22]2)[CH:8]([c:10]2[cH:11][c:12]([Cl:16])[cH:13][cH:14][cH:15]2)[CH2:9]1. The reactants are CN1N=C(C(=C1CO)C)C1=CC=C(C=C1)C(F)(F)F ([2,4-dimethyl-5-(4-trifluoromethyl-phenyl)-2H-pyrazol-3-yl]-methanol), CN(C(=O)N=NC(=O)N(C)C)C (N,N,N′,N′-tetramethyl azodicarboxamide), C(CCC)P(CCCC)CCCC (tributylphosphine), C(C)OC(CN1C=CC2=CC=C(C=C12)O)=O ((6-hydroxy-indol-1-yl)-acetic acid ethyl ester). Yields the product C(C)OC(CN1C=CC2=CC=C(C=C12)OCC=1N(N=C(C1C)C1=CC=C(C=C1)C(F)(F)F)C)=O ({6-[2,4-dimethyl-5-(4-trifluoromethyl-phenyl)-2H-pyrazol-3-ylmethoxy]-indol-1-yl}-acetic acid ethyl ester). As a reaction SMILES: [CH2:1]([O:3][C:4](=[O:16])[CH2:5][N:6]1[C:14]2[C:9](=[CH:10][CH:11]=[C:12]([OH:15])[CH:13]=2)[CH:8]=[CH:7]1)[CH3:2].[CH3:17][N:18]1[C:22]([CH2:23]O)=[C:21]([CH3:25])[C:20]([C:26]2[CH:31]=[CH:30][C:29]([C:32]([F:35])([F:34])[F:33])=[CH:28][CH:27]=2)=[N:19]1.CN(C)C(N=NC(N(C)C)=O)=O.C(P(CCCC)CCCC)CCC>>[CH2:1]([O:3][C:4](=[O:16])[CH2:5][N:6]1[C:14]2[C:9](=[CH:10][CH:11]=[C:12]([O:15][CH2:23][C:22]3[N:18]([CH3:17])[N:19]=[C:20]([C:26]4[CH:31]=[CH:30][C:29]([C:32]([F:35])([F:34])[F:33])=[CH:28][CH:27]=4)[C:21]=3[CH3:25])[CH:13]=2)[CH:8]=[CH:7]1)[CH3:2]. Procedure details: In analogy to the procedure described for example 3 c], (6-hydroxy-indol-1-yl)-acetic acid ethyl ester (example 2 e]) was reacted with [2,4-dimethyl-5-(4-trifluoromethyl-phenyl)-2H-pyrazol-3-yl]-methanol in the presence of N,N,N′,N′-tetramethyl azodicarboxamide and tributylphosphine to give {6-[2,4-dimethyl-5-(4-trifluoromethyl-phenyl)-2H-pyrazol-3-ylmethoxy]-indol-1-yl}-acetic acid ethyl ester as yellow oil. The reactants are NiCl2(PCy3)2, Grignard reagent, CN(CCOC1=CC=2CCCCC2C=C1)C (N,N-dimethyl-N-[2-(5,6,7,8-tetrahydronaphthalen-2-yloxy)ethyl]amine), CC1=CC=C(C=C1)O (p-methylphenol), C=1(C(=CC=CC1)C=1C(=CC=CC1)C)C (bitoluene), C1(CCCCC1)P(C1CCCCC1)C1CCCCC1 (PCy3), CCCCCCCCCCCCC (tridecane), C(C)OCOCC (diethoxymethane). Yields the product CC1=CC=C(C=C1)C=1C=C2CCCCC2=CC1 (6-(4-methylphenyl)-1,2,3,4-tetrahydronaphthalene). The yield is 99.0%. As a reaction SMILES: C1(P(C2CCCCC2)C2CCCCC2)CCCCC1.CCCCCC[CH2:26][CH2:27][CH2:28][CH2:29][CH2:30][CH2:31][CH3:32].CN(C)CCO[C:38]1[CH:47]=[CH:46][C:45]2[CH2:44][CH2:43][CH2:42][CH2:41][C:40]=2[CH:39]=1.C(OCOCC)C.C1(C)C(C2C(C)=CC=CC=2)=CC=CC=1.CC1C=CC(O)=CC=1>>[CH3:32][C:31]1[CH:26]=[CH:27][C:28]([C:38]2[CH:39]=[C:40]3[C:45](=[CH:46][CH:47]=2)[CH2:44][CH2:43][CH2:42][CH2:41]3)=[CH:29][CH:30]=1. Procedure: In a reaction flask was placed NiCl2(PCy3)2 (69.0 mg, 0.0999 mmol), PCy3 (57.8 mg, 0.206 mmol), tridecane (328 mg, 1.778 mmol, as an internal standard), and N,N-dimethyl-N-[2-(5,6,7,8-tetrahydronaphthalen-2-yloxy)ethyl]amine (409 mg, 1.867 mmol). The solvent in the Grignard reagent (1 M in ether, 6.0 mmol) was exchanged with diethoxymethane (6.0 mL) and this solution added to the above catalyst mixture under a nitrogen atmosphere at room temperature. The resulting solution was stirred for severa...